This data is from the Open Reaction Database (ORD), a public repository of structured organic reaction records. The task is: describe an organic reaction: reactants, conditions, products, and yield Reactants: NC1=CC=C(C#N)C=C1 (4-Aminobenzonitrile), BrCC(=O)O (bromoacetic acid). The solvent is O (water). Reaction conditions: temperature 100 celsius, time 2 hour. Yields the product C(#N)C1=CC=C(C=C1)NCC(=O)O (2-(4-cyanophenylamino) acetic acid). Reaction SMILES: [NH2:1][C:2]1[CH:9]=[CH:8][C:5]([C:6]#[N:7])=[CH:4][CH:3]=1.Br[CH2:11][C:12]([OH:14])=[O:13]>O>[C:6]([C:5]1[CH:8]=[CH:9][C:2]([NH:1][CH2:11][C:12]([OH:14])=[O:13])=[CH:3][CH:4]=1)#[N:7]. Reported procedure: 100 g 4-Aminobenzonitrile and 234.7 g bromoacetic acid in 1400 mL water were stirred for 15 min in round bottom flask. The reaction mixture was heated to 100° C. and maintained for 16 hours. The reaction mixture was cooled to 10° C. and stirred for 2 hours. The reaction mixture was filtered and washed with water to obtain 2-(4-cyanophenylamino) acetic acid of Formula (D). The reactants are CCO, COC(=O)c1ccc(-c2cc3cc(Cl)c(Cl)cc3[nH]2)cc1, [K+], [OH-], O. The product is O=C(O)c1ccc(-c2cc3cc(Cl)c(Cl)cc3[nH]2)cc1. As a reaction SMILES: [CH3:24][CH2:25][OH:26].[Cl:1][c:2]1[cH:3][c:4]2[cH:5][c:6](-[c:12]3[cH:13][cH:14][c:15]([C:16](=[O:17])[O:18][CH3:19])[cH:20][cH:21]3)[nH:7][c:8]2[cH:9][c:10]1[Cl:11].[K+:23].[OH-:22].[OH2:27]>>[Cl:1][c:2]1[cH:3][c:4]2[cH:5][c:6](-[c:12]3[cH:13][cH:14][c:15]([C:16](=[O:17])[OH:18])[cH:20][cH:21]3)[nH:7][c:8]2[cH:9][c:10]1[Cl:11].